Dataset: the Open Reaction Database (ORD), a public repository of structured organic reaction records. Task: describe an organic reaction: reactants, conditions, products, and yield The reactants are IC1=C2C=CC(=NC2=CC=C1)Cl (5-iodo-2-chloroquinoline), COC1=CC=CC2=C1C(CO2)=NO (4-methoxy-benzofuran-3-one oxime), NC1CCOCC1 (4-amino-tetrahydropyran). Yields the product COC1=CC=CC2=C1C(CO2)NC2=NC=1C=CC=C(C1C=C2)NC2CCOCC2 (rac-N2-(4-Methoxy-2,3-dihydro-benzofuran-3-yl)-N5-(tetrahydro-pyran-4-yl)-quinoline-2,5-diamine). RXN SMILES: I[C:2]1[CH:11]=[CH:10][CH:9]=[C:8]2[C:3]=1[CH:4]=[CH:5][C:6](Cl)=[N:7]2.[CH3:13][O:14][C:15]1[C:20]2[C:21](=[N:24]O)[CH2:22][O:23][C:19]=2[CH:18]=[CH:17][CH:16]=1.[NH2:26][CH:27]1[CH2:32][CH2:31][O:30][CH2:29][CH2:28]1>>[CH3:13][O:14][C:15]1[C:20]2[CH:21]([NH:24][C:6]3[CH:5]=[CH:4][C:3]4[C:2]([NH:26][CH:27]5[CH2:32][CH2:31][O:30][CH2:29][CH2:28]5)=[CH:11][CH:10]=[CH:9][C:8]=4[N:7]=3)[CH2:22][O:23][C:19]=2[CH:18]=[CH:17][CH:16]=1. Procedure: The title compound, light yellow foam, MS: m/e=392.3 (M+H+), was prepared in accordance with the general method of example 1 from 5-iodo-2-chloroquinoline, (RS)-4-methoxy-2,3-dihydro-benzofuran-3-ylamine (example 39, step A and B) and commercially available 4-amino-tetrahydropyran. Reactants: BrC=1C=C(C=CC1)C1S(N=C(OC1(C)C)N[C@@H](CCO[Si](C)(C)C(C)(C)C)C1=CC=CC=C1)(=O)=O ([5-(3-bromophenyl)-6,6-dimethyl-4,4-dioxo-5,6-dihydro-4H-4lambda6-1,4,3-oxathiazin-2-yl]-[(S)-3-(tert-butyldimethylsilanyloxy)-1-phenylpropyl]amine), C1(=CC=CC=C1)[Li] (phenyllithium), O (water), C(C)(=O)OCC (ethyl acetate). Reagents/catalysts: C1=CC=C(C=C1)P([C-]2C=CC=C2)C3=CC=CC=C3.C1=CC=C(C=C1)P([C-]2C=CC=C2)C3=CC=CC=C3.Cl[Pd]Cl.[Fe+2] (dichloro[1,1′-bis(diphenylphosphino)ferrocene]palladium), [Cl-].[Zn+2].[Cl-] (zinc chloride). Solvent: C1CCOC1 (THF), C(CCC)OCCCC (dibutyl ether), C1CCOC1 (THF). Conditions: time 30 minute. Product: C1(=CC(=CC=C1)C1S(N=C(OC1(C)C)N[C@@H](CCO)C1=CC=CC=C1)(=O)=O)C1=CC=CC=C1 ((S)-3-(5-Biphenyl-3-yl-6,6-dimethyl-4,4-dioxo-5,6-dihydro-4H-4lambda6-[1,4,3]oxathiazin-2-ylamino)-3-phenylpropan-1-ol). RXN SMILES: [C:1]1([Li])[CH:6]=[CH:5][CH:4]=[CH:3][CH:2]=1.Br[C:9]1[CH:10]=[C:11]([CH:15]2[C:20]([CH3:22])([CH3:21])[O:19][C:18]([NH:23][C@H:24]([C:35]3[CH:40]=[CH:39][CH:38]=[CH:37][CH:36]=3)[CH2:25][CH2:26][O:27][Si](C(C)(C)C)(C)C)=[N:17][S:16]2(=[O:42])=[O:41])[CH:12]=[CH:13][CH:14]=1.O.C(OCC)(=O)C>C1COCC1.C(OCCCC)CCC.[Cl-].[Zn+2].[Cl-].C1C=CC(P(C2C=CC=CC=2)[C-]2C=CC=C2)=CC=1.C1C=CC(P(C2C=CC=CC=2)[C-]2C=CC=C2)=CC=1.Cl[Pd]Cl.[Fe+2]>[C:9]1([C:1]2[CH:6]=[CH:5][CH:4]=[CH:3][CH:2]=2)[CH:14]=[CH:13][CH:12]=[C:11]([CH:15]2[C:20]([CH3:22])([CH3:21])[O:19][C:18]([NH:23][C@H:24]([C:35]3[CH:40]=[CH:39][CH:38]=[CH:37][CH:36]=3)[CH2:25][CH2:26][OH:27])=[N:17][S:16]2(=[O:41])=[O:42])[CH:10]=1 |f:6.7.8,9.10.11.12|. Procedure details: Under inert gas, 2.58 ml of a 0.5 N zinc chloride solution in THF were cooled to −78° C., and 0.48 ml of a 1.8 N phenyllithium solution in dibutyl ether was added dropwise. The reaction solution was allowed to come to room temperature and stirred for 30 minutes. Then this solution was added to a solution of 100 mg of [5-(3-bromophenyl)-6,6-dimethyl-4,4-dioxo-5,6-dihydro-4H-4lambda6-1,4,3-oxathiazin-2-yl]-[(S)-3-(tert-butyldimethylsilanyloxy)-1-phenylpropyl]amine and 14.1 mg of dichloro[1,1′-bis(... Starting materials: Cc1ccc(N2CCNCC2)cc1C, CCN(C(C)C)C(C)C, CCCc1cc(CCC=O)nn1-c1ccccc1. Product: CCCc1cc(CCCN2CCN(c3ccc(C)c(C)c3)CC2)nn1-c1ccccc1. As a reaction SMILES: [CH3:19][c:20]1[cH:21][c:22]([N:27]2[CH2:28][CH2:29][NH:30][CH2:31][CH2:32]2)[cH:23][cH:24][c:25]1[CH3:26].[CH:33]([N:34]([CH2:35][CH3:36])[CH:37]([CH3:38])[CH3:39])([CH3:40])[CH3:41].[c:1]1(-[n:7]2[n:8][c:9]([CH2:15][CH2:16][CH:17]=[O:18])[cH:10][c:11]2[CH2:12][CH2:13][CH3:14])[cH:2][cH:3][cH:4][cH:5][cH:6]1>>[c:1]1(-[n:7]2[n:8][c:9]([CH2:15][CH2:16][CH2:17][N:30]3[CH2:29][CH2:28][N:27]([c:22]4[cH:21][c:20]([CH3:19])[c:25]([CH3:26])[cH:24][cH:23]4)[CH2:32][CH2:31]3)[cH:10][c:11]2[CH2:12][CH2:13][CH3:14])[cH:2][cH:3][cH:4][cH:5][cH:6]1. The reactants are C(C)(C)(C)OC(=O)NCCOC1=CC=C(C=C1)C[C@H](C(=O)OCC[Si](C)(C)C)OC1=CC=C(C=C1)C(C)C (2-trimethylsilylethyl (R)-3-[4-(2-t-butoxycarbonylaminoethoxy)phenyl]-2-(4-isopropylphenoxy)propionate), N1=C(C=CC=C1)C1=CC=C(C(=O)O)C=C1 (4-pyridine-2-ylbenzoic acid), C(#N)P(OCC)(OCC)=O (diethyl cyanophosphonate). Solvent: C(C)N(CC)CC (triethylamine). The product is C(C)(C)C1=CC=C(O[C@@H](C(=O)OCC[Si](C)(C)C)CC2=CC=C(C=C2)OCCNC(C2=CC=C(C=C2)C2=NC=CC=C2)=O)C=C1 (2-Trimethylsilylethyl (R)-2-(4-isopropylphenoxy)-3-[4-[2-(4-pyridine-2-yl-benzoylamino)ethoxy]phenyl]propionate). Isolated yield 75.0%. RXN SMILES: C(O[C:6]([NH:8][CH2:9][CH2:10][O:11][C:12]1[CH:17]=[CH:16][C:15]([CH2:18][C@@H:19]([O:29][C:30]2[CH:35]=[CH:34][C:33]([CH:36]([CH3:38])[CH3:37])=[CH:32][CH:31]=2)[C:20]([O:22][CH2:23][CH2:24][Si:25]([CH3:28])([CH3:27])[CH3:26])=[O:21])=[CH:14][CH:13]=1)=[O:7])(C)(C)C.[N:39]1[CH:44]=[CH:43][CH:42]=[CH:41][C:40]=1[C:45]1[CH:53]=[CH:52][C:48](C(O)=O)=[CH:47][CH:46]=1.C(P(=O)(OCC)OCC)#N>C(N(CC)CC)C>[CH:36]([C:33]1[CH:32]=[CH:31][C:30]([O:29][C@H:19]([CH2:18][C:15]2[CH:16]=[CH:17][C:12]([O:11][CH2:10][CH2:9][NH:8][C:6](=[O:7])[C:48]3[CH:47]=[CH:46][C:45]([C:40]4[CH:41]=[CH:42][CH:43]=[CH:44][N:39]=4)=[CH:53][CH:52]=3)=[CH:13][CH:14]=2)[C:20]([O:22][CH2:23][CH2:24][Si:25]([CH3:28])([CH3:27])[CH3:26])=[O:21])=[CH:35][CH:34]=1)([CH3:37])[CH3:38]. Procedure details: In a similar manner to that described in Example 73, a reaction was carried out using 2-trimethylsilylethyl (R)-3-[4-(2-t-butoxycarbonylaminoethoxy)phenyl]-2-(4-isopropylphenoxy)propionate (356 mg), 4-pyridine-2-ylbenzoic acid (143 mg), diethyl cyanophosphonate (0.11 ml) and triethylamine (0.10 ml) and the reaction mixture was treated to afford the title compound (307 mg) as a colorless oil. Reactants: C1CCOC1, CSc1cccc(NC(C(=O)O)c2ccccc2)c1, Cl, OC1CN2CCC1CC2, On1nnc2ccccc21. Product: CSc1cccc(NC(C(=O)OC2CN3CCC2CC3)c2ccccc2)c1. RXN SMILES: [CH2:40]1[O:41][CH2:42][CH2:43][CH2:44]1.[CH3:2][S:3][c:4]1[cH:5][c:6]([NH:10][CH:11]([C:12](=[O:13])[OH:14])[c:15]2[cH:16][cH:17][cH:18][cH:19][cH:20]2)[cH:7][cH:8][cH:9]1.[ClH:1].[N:31]12[CH2:32][CH:33]([OH:39])[CH:34]([CH2:35][CH2:36]1)[CH2:37][CH2:38]2.[OH:21][n:22]1[c:23]2[c:24]([cH:25][cH:26][cH:27][cH:28]2)[n:29][n:30]1>>[CH3:2][S:3][c:4]1[cH:5][c:6]([NH:10][CH:11]([C:12]([O:13][CH:33]2[CH2:32][N:31]3[CH2:36][CH2:35][CH:34]2[CH2:37][CH2:38]3)=[O:14])[c:15]2[cH:16][cH:17][cH:18][cH:19][cH:20]2)[cH:7][cH:8][cH:9]1. The reactants are C(C1=CC=CC=C1)(=O)NC1=CC=C(C=C1)C1=CC=C2CN(C(C2=C1)=O)[C@H](C(=O)O)C(C)C ((S)-2-(6-(4-Benzamidophenyl)-1-oxoisoindolin-2-yl)-3-methylbutanoic acid), COC([C@H](C(C)C)N1C(C2=CC(=CC=C2C1)C1=CC=C(C=C1)NC(C1=C(N=CC=C1)Cl)=O)=O)=O ((S)-Methyl-2-(6-(4-(2-chloronicotinamido)phenyl)-1-oxoisoindolin-2-yl)-3-methylbutanoate). Yields the product ClC1=C(C(=O)NC2=CC=C(C=C2)C2=CC=C3CN(C(C3=C2)=O)[C@H](C(=O)O)C(C)C)C=CC=N1 ((S)-2-(6-(4-(2-Chloronicotinamido)phenyl)-1-oxoisoindolin-2-yl)-3-methyl butanoic acid). The yield is 85.0%. RXN SMILES: C(NC1C=CC(C2C=C3C(CN([C@@H](C(C)C)C(O)=O)C3=O)=CC=2)=CC=1)(=O)C1C=CC=CC=1.C[O:34][C:35](=[O:66])[C@@H:36]([N:40]1[CH2:48][C:47]2[C:42](=[CH:43][C:44]([C:49]3[CH:54]=[CH:53][C:52]([NH:55][C:56](=[O:64])[C:57]4[CH:62]=[CH:61][CH:60]=[N:59][C:58]=4[Cl:63])=[CH:51][CH:50]=3)=[CH:45][CH:46]=2)[C:41]1=[O:65])[CH:37]([CH3:39])[CH3:38]>>[Cl:63][C:58]1[N:59]=[CH:60][CH:61]=[CH:62][C:57]=1[C:56]([NH:55][C:52]1[CH:51]=[CH:50][C:49]([C:44]2[CH:43]=[C:42]3[C:47]([CH2:48][N:40]([C@@H:36]([CH:37]([CH3:39])[CH3:38])[C:35]([OH:66])=[O:34])[C:41]3=[O:65])=[CH:46][CH:45]=2)=[CH:54][CH:53]=1)=[O:64]. Procedure details: The compound of example 209 was prepared analogous to compound of example 98 by hydrolysis of compound of example 208.